This data is from the Open Reaction Database (ORD), a public repository of structured organic reaction records. The task is: describe an organic reaction: reactants, conditions, products, and yield Starting materials: BrCCCBr (1,3-dibromopropane), OC=1C=CC2=C(C(CCO2)N2CCCCC2)C1 (6-Hydroxy-4-piperidino-2,3-dihydrobenzopyran), [OH-].[K+] (potassium hydroxide). The reagents and catalysts are [Cl-].C(CCC)[N+](CCCC)(CCCC)CCCC (tetrabutyl ammonium chloride). The solvent is C(C)OCC (diethyl ether), CCOCC (ether). Reaction conditions: time 48 hour. Yields the product BrCCCOC=1C=CC2=C(C(CCO2)N2CCCCC2)C1 (6-(3-Bromopropoxy)-4-piperidino-2,3-dihydrobenzopyran). As a reaction SMILES: [OH-].[K+].[OH:3][C:4]1[CH:5]=[CH:6][C:7]2[O:12][CH2:11][CH2:10][CH:9]([N:13]3[CH2:18][CH2:17][CH2:16][CH2:15][CH2:14]3)[C:8]=2[CH:19]=1.[Br:20][CH2:21][CH2:22][CH2:23]Br>[Cl-].C([N+](CCCC)(CCCC)CCCC)CCC.C(OCC)C>[Br:20][CH2:21][CH2:22][CH2:23][O:3][C:4]1[CH:5]=[CH:6][C:7]2[O:12][CH2:11][CH2:10][CH:9]([N:13]3[CH2:18][CH2:17][CH2:16][CH2:15][CH2:14]3)[C:8]=2[CH:19]=1 |f:0.1,4.5|. Procedure: Crushed potassium hydroxide (1.15 g) and tetrabutyl ammonium chloride (0.61 g) are added to a solution of the product obtained in Step 3. (4.8 g) in 1,3-dibromopropane (21 ml). The reaction mixture is stirred under nitrogen at RT for 48 hours, diluted with diethyl ether, washed with water and extracted into 5% aq. HCl. The aqueous solution is washed with ether and made alkaline yielding a yellow oil which is taken up in ether, washed, dried, filtered and evaporated to give the desired product as...